The task is: describe an organic reaction: reactants, conditions, products, and yield. This data is from the Open Reaction Database (ORD), a public repository of structured organic reaction records. Starting materials: COC(=O)c1ccc(-c2nnn[nH]2)c(F)c1, Nc1cc(Cl)ccc1-c1nc2cc(F)c(F)cc2n1CC1CCCCC1. Yields the product O=C(Nc1cc(Cl)ccc1-c1nc2cc(F)c(F)cc2n1CC1CCCCC1)c1ccc(-c2nnn[nH]2)c(F)c1. As a reaction SMILES: [CH3:27][O:28][C:29]([c:30]1[cH:31][c:32]([F:41])[c:33](-[c:36]2[n:37][n:38][n:39][nH:40]2)[cH:34][cH:35]1)=[O:42].[Cl:1][c:2]1[cH:3][cH:4][c:5](-[c:9]2[n:10][c:11]3[c:12]([n:13]2[CH2:14][CH:15]2[CH2:16][CH2:17][CH2:18][CH2:19][CH2:20]2)[cH:21][c:22]([F:26])[c:23]([F:25])[cH:24]3)[c:6]([NH2:8])[cH:7]1>>[Cl:1][c:2]1[cH:3][cH:4][c:5](-[c:9]2[n:10][c:11]3[c:12]([n:13]2[CH2:14][CH:15]2[CH2:16][CH2:17][CH2:18][CH2:19][CH2:20]2)[cH:21][c:22]([F:26])[c:23]([F:25])[cH:24]3)[c:6]([NH:8][C:29](=[O:28])[c:30]2[cH:31][c:32]([F:41])[c:33](-[c:36]3[n:37][n:38][n:39][nH:40]3)[cH:34][cH:35]2)[cH:7]1. Reactants: N#Cc1ccc(C=O)cc1, [Li]CCCC, CCCCCC, CCOC(C)=O, Fc1ccc(Br)cc1, C1CCOC1, O. Yields the product N#Cc1ccc(C(O)c2ccc(F)cc2)cc1. As a reaction SMILES: [C:14](#[N:15])[c:16]1[cH:17][cH:18][c:19]([CH:20]=[O:21])[cH:22][cH:23]1.[CH2:9]([Li:10])[CH2:11][CH2:12][CH3:13].[CH3:30][CH2:31][CH2:32][CH2:33][CH2:34][CH3:35].[CH3:36][CH2:37][O:38][C:39](=[O:40])[CH3:41].[F:1][c:2]1[cH:3][cH:4][c:5]([Br:8])[cH:6][cH:7]1.[O:25]1[CH2:26][CH2:27][CH2:28][CH2:29]1.[OH2:24]>>[F:1][c:2]1[cH:3][cH:4][c:5]([CH:20]([c:19]2[cH:18][cH:17][c:16]([C:14]#[N:15])[cH:23][cH:22]2)[OH:21])[cH:6][cH:7]1. The reactants are O.ON1N=NC2=C1C=CC=C2 (1-Hydroxybenzotriazole hydrate), C1(=CC=CC=C1)CC(=O)O (phenylacetic acid), CN1CCOCC1 (N-methylmorpholine), Cl.CN(CCCN=C=NCC)C (1-(3-dimethylaminopropyl)-3-ethylcarbodiimide hydrochloride), N\C(\[C@H]1N(CCCC1)C(=O)OC(C)(C)C)=N/O (tert-butyl (Z)-(2S)-2-[amino(hydroxyimino)methyl]-1-piperidinecarboxylate). Reagents/catalysts: CN(C1=CC=NC=C1)C (4-dimethylaminopyridine). The solvent is ClCCl (dichloromethane), ClCCl (dichloromethane), C(CC(O)(C(=O)O)CC(=O)O)(=O)O (citric acid). Run at time 2 hour. Product: N\C(\[C@H]1N(CCCC1)C(=O)OC(C)(C)C)=N/OC(CC1=CC=CC=C1)=O (tert-butyl (Z)-(2S)-2-(amino[(2-phenylacetyl)oxy]iminomethyl)-1-piperidinecarboxylate). Isolated yield 91.3%. RXN SMILES: O.ON1C2C=CC=CC=2N=N1.[C:12]1([CH2:18][C:19]([OH:21])=[O:20])[CH:17]=[CH:16][CH:15]=[CH:14][CH:13]=1.CN1CCOCC1.Cl.CN(C)CCCN=C=NCC.[NH2:41]/[C:42](=[N:56]\O)/[C@@H:43]1[CH2:48][CH2:47][CH2:46][CH2:45][N:44]1[C:49]([O:51][C:52]([CH3:55])([CH3:54])[CH3:53])=[O:50]>CN(C)C1C=CN=CC=1.ClCCl.C(O)(=O)CC(CC(O)=O)(C(O)=O)O>[NH2:56]/[C:42](=[N:41]\[O:20][C:19](=[O:21])[CH2:18][C:12]1[CH:17]=[CH:16][CH:15]=[CH:14][CH:13]=1)/[C@@H:43]1[CH2:48][CH2:47][CH2:46][CH2:45][N:44]1[C:49]([O:51][C:52]([CH3:54])([CH3:53])[CH3:55])=[O:50] |f:0.1,4.5|. Reported procedure: 1-Hydroxybenzotriazole hydrate (8.67 g), phenylacetic acid (8.0 g), N-methylmorpholine (14.69 ml), 4-dimethylaminopyridine (3.3 g) and 1-(3-dimethylaminopropyl)-3-ethylcarbodiimide hydrochloride (12.29 g) were added to a solution of tert-butyl (Z)-(2S)-2-[amino(hydroxyimino)methyl]-1-piperidinecarboxylate (13.0 g) [see Preparation 4] in dichloromethane (180 ml). The reaction mixture was stirred for 2 hours under an atmosphere of nitrogen, after which time the mixture was diluted with dichloromet... Starting materials: O=C([O-])[O-], COS(=O)(=O)OC, CC(C)=O, [K+], [K+], COC(=S)c1ccc(-c2ccccc2)c(O)c1. Product: COC(=S)c1ccc(-c2ccccc2)c(OC)c1. Reaction SMILES: [C:18](=[O:19])([O-:20])[O-:21].[CH3:24][O:25][S:26]([O:27][CH3:28])(=[O:29])=[O:30].[CH3:31][C:32](=[O:33])[CH3:34].[K+:22].[K+:23].[OH:1][c:2]1[cH:3][c:4]([C:5](=[S:6])[O:7][CH3:8])[cH:9][cH:10][c:11]1-[c:12]1[cH:13][cH:14][cH:15][cH:16][cH:17]1>>[O:1]([c:2]1[cH:3][c:4]([C:5](=[S:6])[O:7][CH3:8])[cH:9][cH:10][c:11]1-[c:12]1[cH:13][cH:14][cH:15][cH:16][cH:17]1)[CH3:18]. The reactants are C(C)N1N=CC=C1B1OC(C(O1)(C)C)(C)C (1-ethyl-5-(4,4,5,5-tetramethyl-1,3,2-dioxaborolan-2-yl)-1H-pyrazole), C([O-])([O-])=O.[K+].[K+] (potassium carbonate), BrC=1C=C(OC1C)C(=O)OC (methyl 4-bromo-5-methyl-2-furancarboxylate). Reagents/catalysts: CC(C)([P](C(C)(C)C)([Pd][P](C(C)(C)C)(C(C)(C)C)C(C)(C)C)C(C)(C)C)C (BIS(TRI-T-BUTYLPHOSPHINE)PALLADIUM(0)). The solvent is COCCOC (1,2-dimethoxyethane), O (H2O), C(Cl)Cl (DCM). Run at temperature 72 celsius, time 2 hour. Yields the product C(C)N1N=CC=C1C=1C=C(OC1C)C(=O)OC (methyl 4-(1-ethyl-1H-pyrazol-5-yl)-5-methyl-2-furancarboxylate). As a reaction SMILES: [CH2:1]([N:3]1[C:7](B2OC(C)(C)C(C)(C)O2)=[CH:6][CH:5]=[N:4]1)[CH3:2].C(=O)([O-])[O-].[K+].[K+].Br[C:24]1[CH:25]=[C:26]([C:30]([O:32][CH3:33])=[O:31])[O:27][C:28]=1[CH3:29]>COCCOC.O.C(Cl)Cl.CC(C)([P](C(C)(C)C)([Pd][P](C(C)(C)C)(C(C)(C)C)C(C)(C)C)C(C)(C)C)C>[CH2:1]([N:3]1[C:7]([C:24]2[CH:25]=[C:26]([C:30]([O:32][CH3:33])=[O:31])[O:27][C:28]=2[CH3:29])=[CH:6][CH:5]=[N:4]1)[CH3:2] |f:1.2.3,^1:46,52|. Procedure details: To a 100 mL sealed flask was added 1-ethyl-5-(4,4,5,5-tetramethyl-1,3,2-dioxaborolan-2-yl)-1H-pyrazole (2.2 g, 9.91 mmol), potassium carbonate (2.84 g, 20.54 mmol), methyl 4-bromo-5-methyl-2-furancarboxylate (1.5 g, 6.85 mmol) and BIS(TRI-T-BUTYLPHOSPHINE)PALLADIUM(0) (0.175 g, 0.34 mmol) in 1,2-dimethoxyethane (6 mL) and H2O (1 mL). After stirring for 2 h at 72° C., the reaction solution was diluted with DCM (50 mL) and washed with H2O. The organic layer was dried Na2SO4, filtered and concentra... Starting materials: CCCCCCCC(=O)N1CCc2nnc(Cl)cc2C1, NN, C1COCCO1, O. Product: CCCCCCCC(=O)N1CCc2nnc(NN)cc2C1. As a reaction SMILES: [Cl:1][c:2]1[cH:3][c:4]2[c:5]([n:6][n:7]1)[CH2:8][CH2:9][N:10]([C:12]([CH2:13][CH2:14][CH2:15][CH2:16][CH2:17][CH2:18][CH3:19])=[O:20])[CH2:11]2.[NH2:22][NH2:23].[O:24]1[CH2:25][CH2:26][O:27][CH2:28][CH2:29]1.[OH2:21]>>[c:2]1([NH:22][NH2:23])[cH:3][c:4]2[c:5]([n:6][n:7]1)[CH2:8][CH2:9][N:10]([C:12]([CH2:13][CH2:14][CH2:15][CH2:16][CH2:17][CH2:18][CH3:19])=[O:20])[CH2:11]2. Starting materials: O=C([O-])[O-], COCc1nc(CO)c[nH]1, [Na+], [Na+], O=[N+]([O-])O. Product: COCc1nc(C=O)c[nH]1. RXN SMILES: [C:15](=[O:16])([O-:17])[O-:18].[CH3:1][O:2][CH2:3][c:4]1[nH:5][cH:6][c:7]([CH2:9][OH:10])[n:8]1.[Na+:19].[Na+:20].[OH:11][N+:12](=[O:13])[O-:14]>>[CH3:1][O:2][CH2:3][c:4]1[nH:5][cH:6][c:7]([CH:9]=[O:10])[n:8]1. Reactants: Cc1nc(-c2ccccc2)oc1-c1cc(CN)[nH]n1, CCOC(C)=O, COC(=O)Cl, [Na+], O=C([O-])O. The product is CCOC(=O)NCc1cc(-c2oc(-c3ccccc3)nc2C)n[nH]1. As a reaction SMILES: [CH3:1][c:2]1[n:3][c:4](-[c:14]2[cH:15][cH:16][cH:17][cH:18][cH:19]2)[o:5][c:6]1-[c:7]1[cH:8][c:9]([CH2:12][NH2:13])[nH:10][n:11]1.[CH3:25][CH2:26][O:27][C:28]([CH3:29])=[O:30].[Cl:20][C:21]([O:22][CH3:23])=[O:24].[Na+:35].[O-:31][C:32]([OH:33])=[O:34]>>[CH3:1][c:2]1[n:3][c:4](-[c:14]2[cH:15][cH:16][cH:17][cH:18][cH:19]2)[o:5][c:6]1-[c:7]1[cH:8][c:9]([CH2:12][NH:13][C:28]([O:27][CH2:26][CH3:25])=[O:30])[nH:10][n:11]1.